Dataset: the Open Reaction Database (ORD), a public repository of structured organic reaction records. Task: describe an organic reaction: reactants, conditions, products, and yield Reactants: O=C([O-])[O-], N#Cc1ccc(Cl)nc1, Cl, [K+], [K+], Cc1ccc(Cc2cnc(NCCCN)[nH]c2=O)cn1, O, c1ccncc1. Product: Cc1ccc(Cc2cnc(NCCCNc3ccc(C#N)cn3)[nH]c2=O)cn1. RXN SMILES: [C:30](=[O:31])([O-:32])[O-:33].[Cl:1][c:2]1[n:3][cH:4][c:5]([C:8]#[N:9])[cH:6][cH:7]1.[ClH:36].[K+:34].[K+:35].[NH2:10][CH2:11][CH2:12][CH2:13][NH:14][c:15]1[n:16][cH:17][c:18]([CH2:22][c:23]2[cH:24][n:25][c:26]([CH3:29])[cH:27][cH:28]2)[c:19](=[O:21])[nH:20]1.[OH2:43].[cH:37]1[cH:38][cH:39][n:40][cH:41][cH:42]1>>[c:2]1([NH:10][CH2:11][CH2:12][CH2:13][NH:14][c:15]2[n:16][cH:17][c:18]([CH2:22][c:23]3[cH:24][n:25][c:26]([CH3:29])[cH:27][cH:28]3)[c:19](=[O:21])[nH:20]2)[n:3][cH:4][c:5]([C:8]#[N:9])[cH:6][cH:7]1. The reactants are FC1=CC=C(COC2=CC=C(N)C=C2)C=C1 (4-(4-fluoro-benzyloxy)aniline), ClC1=NC=NC2=CC=C(C=C12)C=1OC(=NN1)C (4-chloro-6-(5-methyl-1,3,4-oxadiazol-2-yl)-quinazoline). The product is Cl.FC1=CC=C(COC2=CC=C(C=C2)NC2=NC=NC3=CC=C(C=C23)C=2OC(=NN2)C)C=C1 ((4-(4-Fluoro-benzyloxy)-phenyl)-(6-(5-methyl-1,3,4-oxadiazol-2-yl)-quinazolin-4-yl)-amine hydrochloride). Reaction SMILES: [F:1][C:2]1[CH:16]=[CH:15][C:5]([CH2:6][O:7][C:8]2[CH:14]=[CH:13][C:11]([NH2:12])=[CH:10][CH:9]=2)=[CH:4][CH:3]=1.[Cl:17][C:18]1[C:27]2[C:22](=[CH:23][CH:24]=[C:25]([C:28]3[O:29][C:30]([CH3:33])=[N:31][N:32]=3)[CH:26]=2)[N:21]=[CH:20][N:19]=1>>[ClH:17].[F:1][C:2]1[CH:16]=[CH:15][C:5]([CH2:6][O:7][C:8]2[CH:14]=[CH:13][C:11]([NH:12][C:18]3[C:27]4[C:22](=[CH:23][CH:24]=[C:25]([C:28]5[O:29][C:30]([CH3:33])=[N:31][N:32]=5)[CH:26]=4)[N:21]=[CH:20][N:19]=3)=[CH:10][CH:9]=2)=[CH:4][CH:3]=1 |f:2.3|. Procedure details: The title compound was prepared according to Procedure A from 4-(4-fluoro-benzyloxy)aniline and 4-chloro-6-(5-methyl-1,3,4-oxadiazol-2-yl)-quinazoline; δH [2H6]DMSO 11.68(1H,bs), 9.39(1H,s), 8.89(1H,s), 8.56(1H,d), 8.07(1H,d), 7.64(2H,d), 7.54(2H,m), 7.24(2H,dd), 7.14(2H,d), 5.14(2H,s), 2.65(3H,s); m/z (M+1+) 428. Reactants: C[Si](C=1SC2=C(C1C(=O)O)C=CC=C2)(C)C (2-(trimethylsilyl)-3-benzothiophenecarboxylic acid), S(=O)(Cl)Cl (thionyl chloride), Cl.C(C)(C)NO (N-isopropylhydroxylamine hydrochloride), C([O-])(O)=O.[Na+] (sodium bicarbonate). Run in C(Cl)Cl (methylene chloride), O (water). Reaction conditions: time 2 hour. Yields the product ON(C(=O)C=1C2=C(SC1[Si](C)(C)C)C=CC=C2)C(C)C (N-Hydroxy-N-(1-methylethyl)-2-(trimethylsilyl)benzo[b]-thiophene-3-carboxamide). Isolated yield 66.1%. Reaction SMILES: [CH3:1][Si:2]([CH3:16])([CH3:15])[C:3]1[S:4][C:5]2[CH:14]=[CH:13][CH:12]=[CH:11][C:6]=2[C:7]=1[C:8]([OH:10])=O.S(Cl)(Cl)=O.Cl.[CH:22]([NH:25][OH:26])([CH3:24])[CH3:23].C(=O)(O)[O-].[Na+]>C(Cl)Cl.O>[OH:26][N:25]([CH:22]([CH3:24])[CH3:23])[C:8]([C:7]1[C:6]2[CH:11]=[CH:12][CH:13]=[CH:14][C:5]=2[S:4][C:3]=1[Si:2]([CH3:1])([CH3:16])[CH3:15])=[O:10] |f:2.3,4.5|. Procedure: A mixture of 2-(trimethylsilyl)-3-benzothiophenecarboxylic acid (0.8 g, 3.2 mmol), made as in Example 14, and thionyl chloride (6 mL) was refluxed for 2 h. The excess thionyl chloride was removed under reduced pressure. The crude acid chloride was dissolved in 20 mL methylene chloride and added to a mixture of N-isopropylhydroxylamine hydrochloride (0.4 g, 3.6 mmol) and 4 g sodium bicarbonate in 20 mL methylene chloride and 20 mL water at 0° C. The resulting mixture was stirred at RT for 2 h. Th...